The task is: describe an organic reaction: reactants, conditions, products, and yield. This data is from the Open Reaction Database (ORD), a public repository of structured organic reaction records. The reactants are C/C(=C(/C(=O)[O-])\C)/C(=O)[O-] (dimethylmaleate), CNC(=O)NCC1=CC=CC=C1 (N-methyl-N'-benzyl urea), CN1C(=O)N(C(=O)C1)CC1=CC=CC=C1 (1-methyl-3-benzyl-hydantoin), C(C1=CC=CC=C1)N1C(=O)N(C(=O)C1)C (1-benzyl-3-methyl-hydantoin). Solvent: CO (methanol), C1(=CC=CC=C1O)C (cresol), C1(=CC=CC=C1O)C (cresol). The product is CN1C(=O)N(C(=O)C1=C(C(=O)OC)C)C(C1=CC=CC=C1)CC1=CC=CC=C1 (1-methyl[benzyl]-3-benzyl[methyl]-5-(methoxy-carbonyl-methylene)-hydantoin). Reaction SMILES: [CH3:1][NH:2][C:3]([NH:5][CH2:6][C:7]1[CH:12]=[CH:11][CH:10]=[CH:9][CH:8]=1)=[O:4].[CH3:13]/[C:14](/[C:20]([O-:22])=[O:21])=[C:15](\C)/[C:16]([O-:18])=O.CN1CC(=O)N([CH2:31][C:32]2[CH:37]=[CH:36][CH:35]=[CH:34][CH:33]=2)C1=O.[CH2:38](N1CC(=O)N(C)C1=O)C1C=CC=CC=1>C1(C)C(O)=CC=CC=1.CO>[CH3:1][N:2]1[C:15](=[C:14]([CH3:13])[C:20]([O:22][CH3:38])=[O:21])[C:16](=[O:18])[N:5]([CH:6]([CH2:31][C:32]2[CH:37]=[CH:36][CH:35]=[CH:34][CH:33]=2)[C:7]2[CH:12]=[CH:11][CH:10]=[CH:9][CH:8]=2)[C:3]1=[O:4]. Procedure: 82 of N-methyl-N'-benzyl urea were dissolved in 230 g of cresol and 72 g of dimethylmaleate were added. After the reaction had continued for 11/2 hours at 200° C, during which 13 g of methanol were liberated, the cresol had to be distilled off. After fractional distillation, a viscous liquid with a boiling point of 193° C/0.25 Torr was obtained as the main fraction. According to gas chromatographic analysis, it consisted of an isomeric mixture of about 80% of 1-methyl-3-benzyl-hydantoin and abou... The reactants are Cl.N1=C(C=CC=C1)CCl (picolyl chloride hydrochloride), OC=1C=C(C=CC1)C(CCCCC)O (1-(3-hydroxyphenyl)-1-hexanol), C([O-])([O-])=O.[Cs+].[Cs+] (cesium carbonate), [I-].[Cs+] (cesium iodide). Solvent: CC(=O)C (acetone). Product: Cl.OC(CCCCC)C=1C=C(OCC2=NC=CC=C2)C=CC1 (2-[[3-(1-Hydroxyhexyl)phenoxy]methyl]pyridine hydrochloride). Yield: 65.0%. Reaction SMILES: Cl.[N:2]1[CH:7]=[CH:6][CH:5]=[CH:4][C:3]=1[CH2:8][Cl:9].[OH:10][C:11]1[CH:12]=[C:13]([CH:17]([OH:23])[CH2:18][CH2:19][CH2:20][CH2:21][CH3:22])[CH:14]=[CH:15][CH:16]=1.C(=O)([O-])[O-].[Cs+].[Cs+].[I-].[Cs+]>CC(C)=O>[ClH:9].[OH:23][CH:17]([C:13]1[CH:12]=[C:11]([CH:16]=[CH:15][CH:14]=1)[O:10][CH2:8][C:3]1[CH:4]=[CH:5][CH:6]=[CH:7][N:2]=1)[CH2:18][CH2:19][CH2:20][CH2:21][CH3:22] |f:0.1,3.4.5,6.7,9.10|. Procedure: A suspension of 3.3 g of picolyl chloride hydrochloride (Aldrich 16,270-1), 1-(3-hydroxyphenyl)-1-hexanol (3.9 g.), cesium carbonate (16.3 g.), cesium iodide (trace) and acetone was refluxed for 40 hours. The reaction was filtered through a pad of celite and silica gel and the solvent removed in vacuo. The remaining oil was dissolved in ethyl ether, filtered through celite and silica gel and treated with ethereal hydrochloric acid. The resulting white precipitate was filtered, washed (ethyl ethe... The yield is 36.0%. Procedure details: A vial equipped with a flea stirbar was charged with (±)-(E)-1-(3-amino-7-bromo-2,3-dihydrospiro[indene-1,4′-piperidine]-1′-yl)-3-(2-(trifluoromethyl)phenyl)prop-2-en-1-one TFA salt (9 mg, 0.015 mmol), i-Pr2NEt (0.01 mL) and CH2Cl2 (1 mL). MeNCO (0.05 mL, 0.085 mmol) was added. The mixture was stirred at rt for 3 h and evaporated to dryness. The residue was purified by prep HPLC to afford (±)-(E)-1-(7-bromo-1′-(3-(2-(trifluoromethyl)phenyl)acryloyl)-2,3-dihydrospiro[indene-1,4′-piperidine]-3-yl)... Starting materials: OC(=O)C(F)(F)F.NC1CC2(CCN(CC2)C(\C=C\C2=C(C=CC=C2)C(F)(F)F)=O)C2=C(C=CC=C12)Br ((±)-(E)-1-(3-amino-7-bromo-2,3-dihydrospiro[indene-1,4′-piperidine]-1′-yl)-3-(2-(trifluoromethyl)phenyl)prop-2-en-1-one TFA salt), CCN(C(C)C)C(C)C (i-Pr2NEt), CN=C=O (MeNCO). Reaction SMILES: OC(C(F)(F)F)=O.[NH2:8][CH:9]1[C:36]2[C:31](=[C:32]([Br:37])[CH:33]=[CH:34][CH:35]=2)[C:11]2([CH2:16][CH2:15][N:14]([C:17](=[O:30])/[CH:18]=[CH:19]/[C:20]3[CH:25]=[CH:24][CH:23]=[CH:22][C:21]=3[C:26]([F:29])([F:28])[F:27])[CH2:13][CH2:12]2)[CH2:10]1.CCN(C(C)C)C(C)C.[CH3:47][N:48]=[C:49]=[O:50]>C(Cl)Cl>[Br:37][C:32]1[CH:33]=[CH:34][CH:35]=[C:36]2[C:31]=1[C:11]1([CH2:16][CH2:15][N:14]([C:17](=[O:30])/[CH:18]=[CH:19]/[C:20]3[CH:25]=[CH:24][CH:23]=[CH:22][C:21]=3[C:26]([F:27])([F:28])[F:29])[CH2:13][CH2:12]1)[CH2:10][CH:9]2[NH:8][C:49]([NH:48][CH3:47])=[O:50] |f:0.1|. Yields the product BrC=1C=CC=C2C(CC3(CCN(CC3)C(\C=C\C3=C(C=CC=C3)C(F)(F)F)=O)C12)NC(=O)NC ((±)-(E)-1-(7-bromo-1′-(3-(2-(trifluoromethyl)phenyl)acryloyl)-2,3-dihydrospiro[indene-1,4′-piperidine]-3-yl)-3-methylurea). Solvent: C(Cl)Cl (CH2Cl2). Reaction conditions: time 3 hour. Starting materials: NC=1C=CC2=C(C[C@H]3CCCN([C@@H]3C2)C(CC)=O)C1 (trans-(7-amino-3,4,4a,5,10,10a-hexahydro-2H-benzo[g]quinolin-1-yl)-propan-1-one), NC1=CC2=C(C[C@H]3CCCN([C@@H]3C2)C(CC)=O)C=C1 (trans-(8-amino-3,4,4a,5,10,10a-hexahydro-2H-benzo[g]quinolin-1-yl)-propan-1-one), FC(C1=CC=C(C=C1)S(=O)(=O)Cl)(F)F (4-trifluoromethyl-benzene sulfonylchloride). The solvent is N1=CC=CC=C1 (pyridine). Run at time 2 hour. The product is FC(C1=CC=C(C=C1)S(=O)(=O)NC=1C=CC2=C(C[C@H]3CCCN([C@@H]3C2)C(CC)=O)C1)(F)F (trans-4-trifluoromethyl-N-(1-propionyl-1,2,3,4,4a,5,10,10a-octahydro-benzo[g]quinolin-7-yl)-benzenesulfonamide). As a reaction SMILES: [NH2:1][C:2]1[CH:3]=[CH:4][C:5]2[CH2:14][C@@H:13]3[C@H:8]([CH2:9][CH2:10][CH2:11][N:12]3[C:15](=[O:18])[CH2:16][CH3:17])[CH2:7][C:6]=2[CH:19]=1.NC1C=CC2C[C@@H]3[C@@H](CC=2C=1)N(C(=O)CC)CCC3.[F:39][C:40]([F:52])([F:51])[C:41]1[CH:46]=[CH:45][C:44]([S:47](Cl)(=[O:49])=[O:48])=[CH:43][CH:42]=1>N1C=CC=CC=1>[F:52][C:40]([F:39])([F:51])[C:41]1[CH:42]=[CH:43][C:44]([S:47]([NH:1][C:2]2[CH:3]=[CH:4][C:5]3[CH2:14][C@@H:13]4[C@H:8]([CH2:9][CH2:10][CH2:11][N:12]4[C:15](=[O:18])[CH2:16][CH3:17])[CH2:7][C:6]=3[CH:19]=2)(=[O:49])=[O:48])=[CH:45][CH:46]=1. Procedure: 0.792 g (3.065 mmol) of a 1:1 mixture trans-(7-amino-3,4,4a,5,10,10a-hexahydro-2H-benzo[g]quinolin-1-yl)-propan-1-one and trans-(8-amino-3,4,4a,5,10,10a-hexahydro-2H-benzo[g]quinolin-1-yl)-propan-1-one were dissolved in 20 ml pyridine. At 0-4° C., 0.75 g of 4-trifluoromethyl-benzene sulfonylchloride (3.066 mmol) were added, and the reaction stirred for 2 h under cooling. Pyridine was evaporated and the residue partitioned between 20% aqueous citric acid and diethylether. The aqueous layer was ex... Reactants: ClCl (chlorine), CN1C(C=CC(=C1)C1=NC=CN=C1)=O (1-methyl-5-(2-pyrazinyl)-2-pyridone), ClCl (chlorine). Solvent: C(C)(=O)O (acetic acid). Yields the product ClC=1C(N(C=C(C1)C1=NC=CN=C1)C)=O (3-CHLORO-1-METHYL-5-(2-PYRAZINYL)-2-PYRIDONE). As a reaction SMILES: [Cl:1]Cl.[CH3:3][N:4]1[CH:9]=[C:8]([C:10]2[CH:15]=[N:14][CH:13]=[CH:12][N:11]=2)[CH:7]=[CH:6][C:5]1=[O:16]>C(O)(=O)C>[Cl:1][C:6]1[C:5](=[O:16])[N:4]([CH3:3])[CH:9]=[C:8]([C:10]2[CH:15]=[N:14][CH:13]=[CH:12][N:11]=2)[CH:7]=1. Procedure: About 1.2 ml of condensed chlorine gas is introduced into a reaction mixture comprising 1-methyl-5-(2-pyrazinyl)-2-pyridone (3.2 g) dissolved in 200 ml of glacial acetic acid. After all the chlorine is added, stirring is stopped and the solid product filtered, washed with ether and air dried. The dried solid is suspended in distilled H2O to which saturated potassium carbonate is added until the pH is greater than 7. The resulting white solid is filtered, recrystallized from isopropanol, and NMR ... Starting materials: NCC1=NC(=C2N=CN(C2=N1)[C@@H]1O[C@@H]([C@H]([C@H]1O)O)CO)NCC(C1=CC(=CC=C1)Cl)C1=CC(=CC=C1)Cl ((2R,3R,4S,5R)-2-(2-(aminomethyl)-6-{[2,2-bis(3-chlorophenyl)ethyl]amino}-9H-purin-9-yl)-5-(hydroxymethyl)tetrahydro-3,4-furandiol), C(C)(C)N(CCNC(=O)N1C=NC=C1)C(C)C (N-[2-(diisopropylamino)ethyl]-1H-imidazole-1-carboxamide). Yields the product ClC=1C=C(C=CC1)C(CNC1=C2N=CN(C2=NC(=N1)CNC(=O)NCCN(C(C)C)C(C)C)[C@@H]1O[C@@H]([C@H]([C@H]1O)O)CO)C1=CC(=CC=C1)Cl (N-({6-{[2,2-Bis(3-chlorophenyl)ethyl]amino}-9-[(2R,3R,4S,5R)-3,4-dihydroxy-5-(hydroxymethyl)tetrahydro-2-furanyl]-9H-purin-2-yl}methyl)-N′-[2-(diisopropylamino)ethyl]urea). Reaction SMILES: [NH2:1][CH2:2][C:3]1[N:11]=[C:10]2[C:6]([N:7]=[CH:8][N:9]2[C@H:12]2[C@H:16]([OH:17])[C@H:15]([OH:18])[C@@H:14]([CH2:19][OH:20])[O:13]2)=[C:5]([NH:21][CH2:22][CH:23]([C:31]2[CH:36]=[CH:35][CH:34]=[C:33]([Cl:37])[CH:32]=2)[C:24]2[CH:29]=[CH:28][CH:27]=[C:26]([Cl:30])[CH:25]=2)[N:4]=1.[CH:38]([N:41]([CH:52]([CH3:54])[CH3:53])[CH2:42][CH2:43][NH:44][C:45](N1C=CN=C1)=[O:46])([CH3:40])[CH3:39]>>[Cl:30][C:26]1[CH:25]=[C:24]([CH:23]([C:31]2[CH:36]=[CH:35][CH:34]=[C:33]([Cl:37])[CH:32]=2)[CH2:22][NH:21][C:5]2[N:4]=[C:3]([CH2:2][NH:1][C:45]([NH:44][CH2:43][CH2:42][N:41]([CH:52]([CH3:54])[CH3:53])[CH:38]([CH3:39])[CH3:40])=[O:46])[N:11]=[C:10]3[C:6]=2[N:7]=[CH:8][N:9]3[C@H:12]2[C@H:16]([OH:17])[C@H:15]([OH:18])[C@@H:14]([CH2:19][OH:20])[O:13]2)[CH:29]=[CH:28][CH:27]=1. Procedure: The title compound was prepared from (2R,3R,4S,5R)-2-(2-(aminomethyl)-6-{[2,2-bis(3-chlorophenyl)ethyl]amino}-9H-purin-9-yl)-5-(hydroxymethyl)tetrahydro-3,4-furandiol (Preparation 62) and N-[2-(diisopropylamino)ethyl]-1H-imidazole-1-carboxamide (Preparation 27) in a similar procedure to that used in Example 36. Starting materials: C1CCOC1, CO, CCOCC, O=C(Cl)c1cccc([N+](=O)[O-])c1, Nc1cccc2c1C(=O)N(C1CCC(=O)NC1=O)C2=O. Product: O=C1CCC(N2C(=O)c3cccc(NC(=O)c4cccc([N+](=O)[O-])c4)c3C2=O)C(=O)N1. RXN SMILES: [CH2:35]1[O:36][CH2:37][CH2:38][CH2:39]1.[CH3:33][OH:34].[CH3:40][CH2:41][O:42][CH2:43][CH3:44].[N+:21](=[O:22])([O-:23])[c:24]1[cH:25][c:26]([C:27](=[O:28])[Cl:29])[cH:30][cH:31][cH:32]1.[NH2:1][c:2]1[c:3]2[c:7]([cH:8][cH:9][cH:10]1)[C:6](=[O:11])[N:5]([CH:12]1[C:13](=[O:19])[NH:14][C:15](=[O:18])[CH2:16][CH2:17]1)[C:4]2=[O:20]>>[NH:1]([c:2]1[c:3]2[c:7]([cH:8][cH:9][cH:10]1)[C:6](=[O:11])[N:5]([CH:12]1[C:13](=[O:19])[NH:14][C:15](=[O:18])[CH2:16][CH2:17]1)[C:4]2=[O:20])[C:27]([c:26]1[cH:25][c:24]([N+:21](=[O:22])[O-:23])[cH:32][cH:31][cH:30]1)=[O:28]. The reactants are O=C([O-])[O-], C#CC1(Oc2ccc(F)cc2[N+](=O)[O-])CCN(C)CC1, ClCCl, [K+], [K+], O=C(Cl)Oc1ccccc1. The product is C#CC1(Oc2ccc(F)cc2[N+](=O)[O-])CCN(C(=O)Oc2ccccc2)CC1. Reaction SMILES: [C:1](=[O:2])([O-:3])[O-:4].[CH3:7][N:8]1[CH2:9][CH2:10][C:11]([O:14][c:15]2[c:16]([N+:22](=[O:23])[O-:24])[cH:17][c:18]([F:21])[cH:19][cH:20]2)([C:25]#[CH:26])[CH2:12][CH2:13]1.[Cl:37][CH2:38][Cl:39].[K+:5].[K+:6].[c:27]1([O:33][C:34](=[O:35])[Cl:36])[cH:28][cH:29][cH:30][cH:31][cH:32]1>>[N:8]1([C:34]([O:33][c:27]2[cH:28][cH:29][cH:30][cH:31][cH:32]2)=[O:35])[CH2:9][CH2:10][C:11]([O:14][c:15]2[c:16]([N+:22](=[O:23])[O-:24])[cH:17][c:18]([F:21])[cH:19][cH:20]2)([C:25]#[CH:26])[CH2:12][CH2:13]1.